This data is from the Open Reaction Database (ORD), a public repository of structured organic reaction records. The task is: describe an organic reaction: reactants, conditions, products, and yield Starting materials: CC(C)(C)OC(=O)N1CCC(NC(=O)CBr)C1, O=C([O-])[O-], CC#N, ClC(Cl)Cl, [K+], [K+], OC1CCNC1, O. The product is CC(C)(C)OC(=O)N1CCC(NC(=O)CN2CCC(O)C2)C1. As a reaction SMILES: [Br:1][CH2:2][C:3](=[O:4])[NH:5][CH:6]1[CH2:7][N:8]([C:11](=[O:12])[O:13][C:14]([CH3:15])([CH3:16])[CH3:17])[CH2:9][CH2:10]1.[C:18](=[O:19])([O-:20])[O-:21].[CH3:31][C:32]#[N:33].[CH:34]([Cl:35])([Cl:36])[Cl:37].[K+:22].[K+:23].[NH:24]1[CH2:25][CH:26]([OH:29])[CH2:27][CH2:28]1.[OH2:30]>>[CH2:2]([C:3](=[O:4])[NH:5][CH:6]1[CH2:7][N:8]([C:11](=[O:12])[O:13][C:14]([CH3:15])([CH3:16])[CH3:17])[CH2:9][CH2:10]1)[N:24]1[CH2:25][CH:26]([OH:29])[CH2:27][CH2:28]1. Reactants: C1CCOC1, CC(C)c1cc(O)cc2c1C(=O)N(COc1cc(C(F)(F)F)nn1-c1ccccc1)S2(=O)=O, CCOC(=O)N=NC(=O)OCC, CC(C)(CCO)C(=O)OCc1ccccc1. The product is CC(C)c1cc(OCCC(C)(C)C(=O)OCc2ccccc2)cc2c1C(=O)N(COc1cc(C(F)(F)F)nn1-c1ccccc1)S2(=O)=O. RXN SMILES: [CH2:62]1[O:63][CH2:64][CH2:65][CH2:66]1.[CH:1]([CH3:2])([CH3:3])[c:4]1[cH:5][c:6]([OH:33])[cH:7][c:8]2[c:9]1[C:10](=[O:32])[N:11]([CH2:15][O:16][c:17]1[cH:18][c:19]([C:28]([F:29])([F:30])[F:31])[n:20][n:21]1-[c:22]1[cH:23][cH:24][cH:25][cH:26][cH:27]1)[S:12]2(=[O:13])=[O:14].[O:50]=[C:51]([O:52][CH2:53][CH3:54])[N:55]=[N:56][C:57]([O:58][CH2:59][CH3:60])=[O:61].[c:34]1([CH2:40][O:41][C:42]([C:43]([CH2:44][CH2:45][OH:46])([CH3:47])[CH3:48])=[O:49])[cH:35][cH:36][cH:37][cH:38][cH:39]1>>[CH:1]([CH3:2])([CH3:3])[c:4]1[cH:5][c:6]([O:33][CH2:45][CH2:44][C:43]([C:42]([O:41][CH2:40][c:34]2[cH:35][cH:36][cH:37][cH:38][cH:39]2)=[O:49])([CH3:47])[CH3:48])[cH:7][c:8]2[c:9]1[C:10](=[O:32])[N:11]([CH2:15][O:16][c:17]1[cH:18][c:19]([C:28]([F:29])([F:30])[F:31])[n:20][n:21]1-[c:22]1[cH:23][cH:24][cH:25][cH:26][cH:27]1)[S:12]2(=[O:13])=[O:14].